From a dataset of the Open Reaction Database (ORD), a public repository of structured organic reaction records. describe an organic reaction: reactants, conditions, products, and yield Starting materials: COc1ccc(C(NC2C(COC(=O)c3ccccc3)OC(n3ccc(NC(=O)c4ccccc4)nc3=O)C2F)(c2ccccc2)c2ccccc2)cc1, CO, [Na+], [OH-], O, c1ccncc1. Product: COc1ccc(C(NC2C(CO)OC(n3ccc(NC(=O)c4ccccc4)nc3=O)C2F)(c2ccccc2)c2ccccc2)cc1. As a reaction SMILES: [C:1]([c:2]1[cH:3][cH:4][cH:5][cH:6][cH:7]1)(=[O:8])[NH:9][c:10]1[n:11][c:12](=[O:54])[n:13]([CH:14]2[CH:15]([F:51])[CH:16]([NH:29][C:30]([c:31]3[cH:32][cH:33][c:34]([O:37][CH3:38])[cH:35][cH:36]3)([c:39]3[cH:40][cH:41][cH:42][cH:43][cH:44]3)[c:45]3[cH:46][cH:47][cH:48][cH:49][cH:50]3)[CH:17]([CH2:18][O:19][C:20](=[O:21])[c:22]3[cH:23][cH:24][cH:25][cH:26][cH:27]3)[O:28]2)[cH:52][cH:53]1.[CH3:58][OH:59].[Na+:56].[OH-:55].[OH2:57].[n:60]1[cH:61][cH:62][cH:63][cH:64][cH:65]1>>[C:1]([c:2]1[cH:3][cH:4][cH:5][cH:6][cH:7]1)(=[O:8])[NH:9][c:10]1[n:11][c:12](=[O:54])[n:13]([CH:14]2[CH:15]([F:51])[CH:16]([NH:29][C:30]([c:31]3[cH:32][cH:33][c:34]([O:37][CH3:38])[cH:35][cH:36]3)([c:39]3[cH:40][cH:41][cH:42][cH:43][cH:44]3)[c:45]3[cH:46][cH:47][cH:48][cH:49][cH:50]3)[CH:17]([CH2:18][OH:19])[O:28]2)[cH:52][cH:53]1.